From a dataset of the Open Reaction Database (ORD), a public repository of structured organic reaction records. describe an organic reaction: reactants, conditions, products, and yield Reactants: C1CCOC1, O=C(Cl)c1ccc(C(F)(F)F)c(F)c1, CC(N)(C#N)Cn1cc2c(Cl)cc(Cl)c(Cl)c2n1. Product: CC(C#N)(Cn1cc2c(Cl)cc(Cl)c(Cl)c2n1)NC(=O)c1ccc(C(F)(F)F)c(F)c1. Reaction SMILES: [CH2:33]1[O:34][CH2:35][CH2:36][CH2:37]1.[F:1][c:2]1[cH:3][c:4]([C:5](=[O:6])[Cl:7])[cH:8][cH:9][c:10]1[C:11]([F:12])([F:13])[F:14].[NH2:15][C:16]([C:17]#[N:18])([CH2:19][n:20]1[n:21][c:22]2[c:23]([Cl:31])[c:24]([Cl:30])[cH:25][c:26]([Cl:29])[c:27]2[cH:28]1)[CH3:32]>>[F:1][c:2]1[cH:3][c:4]([C:5](=[O:6])[NH:15][C:16]([C:17]#[N:18])([CH2:19][n:20]2[n:21][c:22]3[c:23]([Cl:31])[c:24]([Cl:30])[cH:25][c:26]([Cl:29])[c:27]3[cH:28]2)[CH3:32])[cH:8][cH:9][c:10]1[C:11]([F:12])([F:13])[F:14]. The reactants are CN1C(=O)N(C(=O)CC1=O)C (1,3-dimethylbarbituric acid), C(C(C)(C)C)(=O)Cl (pivaloyl chloride). The reagents and catalysts are CN(C1=CC=NC=C1)C (4-dimethylaminopyridine). Run in C(Cl)Cl (CH2Cl2), C(Cl)Cl (CH2Cl2). Run at temperature 0 celsius, time 8 hour. The product is C(C(C)(C)C)(=O)C1C(N(C(N(C1=O)C)=O)C)=O (5-Pivaloyl-1,3-dimethyl-2,4,6(1H,3H,5H)-pyrimidinetrione). The yield is 71.0%. As a reaction SMILES: [CH3:1][N:2]1[C:9](=[O:10])[CH2:8][C:6](=[O:7])[N:5]([CH3:11])[C:3]1=[O:4].[C:12](Cl)(=[O:17])[C:13]([CH3:16])([CH3:15])[CH3:14]>CN(C)C1C=CN=CC=1.C(Cl)Cl>[C:12]([CH:8]1[C:9](=[O:10])[N:2]([CH3:1])[C:3](=[O:4])[N:5]([CH3:11])[C:6]1=[O:7])(=[O:17])[C:13]([CH3:16])([CH3:15])[CH3:14]. Reported procedure: A mixture of 1,3-dimethylbarbituric acid (5 g, 32.02 mmol), 4-dimethylaminopyridine (4.69 g, 38.42 mmol) in dry CH2Cl2 (75 ml) was cooled to 0° C. and pivaloyl chloride (4.24 g, 35.22 mmol) added dropwise in 15 min. The reaction mixture was stirred at room temperature overnight, diluted with CH2Cl2 (150 ml) and washed with 2 N HCl solution (40 ml). The organic phase was dried over MgSO4 and evaporated. The residue was purified by chromatography using hexane/EtOAc/AcOH 15:5:0.1 as the mobile phas... Reactants: BrC1=CC(=C(C=C1)C(C(=O)N)N1CCC2(CN(C(CO2)=O)CC)CC1)F (2-(4-bromo-2-fluorophenyl)-2-(4-ethyl-3-oxo-1-oxa-4,9-diazaspiro[5.5]undecan-9-yl)acetamide), CC1(OB(OC1(C)C)B1OC(C(O1)(C)C)(C)C)C (4,4,4′,4′,5,5,5′,5′-octamethyl-2,2′-bi(1,3,2-dioxaborolane)), C(C)(=O)[O-].[K+] (potassium acetate), BrC1=CC=C2C=C(C=NC2=C1)OC (7-bromo-3-methoxyquinoline), C(=O)([O-])[O-].[K+].[K+] (K2CO3). Reagents/catalysts: C1=CC=C(C=C1)P([C-]2C=CC=C2)C3=CC=CC=C3.C1=CC=C(C=C1)P([C-]2C=CC=C2)C3=CC=CC=C3.Cl[Pd]Cl.[Fe+2].C(Cl)Cl (PdCl2(dppf) CH2Cl2). The solvent is O1CCOCC1 (1,4-dioxane). Reaction conditions: temperature 120 celsius, time 1 hour. Product: C(C)N1C(COC2(C1)CCN(CC2)C(C(=O)N)C2=C(C=C(C=C2)C2=CC=C1C=C(C=NC1=C2)OC)F)=O ((+)-2-(4-ethyl-3-oxo-1-oxa-4,9-diazaspiro[5.5]undecan-9-yl)-2-(2-fluoro-4-(3-methoxyquinolin-7-yl)phenyl)acetamide). Reaction SMILES: Br[C:2]1[CH:7]=[CH:6][C:5]([CH:8]([N:12]2[CH2:25][CH2:24][C:15]3([O:20][CH2:19][C:18](=[O:21])[N:17]([CH2:22][CH3:23])[CH2:16]3)[CH2:14][CH2:13]2)[C:9]([NH2:11])=[O:10])=[C:4]([F:26])[CH:3]=1.CC1(C)C(C)(C)OB(B2OC(C)(C)C(C)(C)O2)O1.C([O-])(=O)C.[K+].Br[C:51]1[CH:60]=[C:59]2[C:54]([CH:55]=[C:56]([O:61][CH3:62])[CH:57]=[N:58]2)=[CH:53][CH:52]=1.C([O-])([O-])=O.[K+].[K+]>O1CCOCC1.C1C=CC(P(C2C=CC=CC=2)[C-]2C=CC=C2)=CC=1.C1C=CC(P(C2C=CC=CC=2)[C-]2C=CC=C2)=CC=1.Cl[Pd]Cl.[Fe+2].C(Cl)Cl>[CH2:22]([N:17]1[CH2:16][C:15]2([CH2:24][CH2:25][N:12]([CH:8]([C:5]3[CH:6]=[CH:7][C:2]([C:51]4[CH:60]=[C:59]5[C:54]([CH:55]=[C:56]([O:61][CH3:62])[CH:57]=[N:58]5)=[CH:53][CH:52]=4)=[CH:3][C:4]=3[F:26])[C:9]([NH2:11])=[O:10])[CH2:13][CH2:14]2)[O:20][CH2:19][C:18]1=[O:21])[CH3:23] |f:2.3,5.6.7,9.10.11.12.13|. Procedure details: To a solution of 2-(4-bromo-2-fluorophenyl)-2-(4-ethyl-3-oxo-1-oxa-4,9-diazaspiro[5.5]undecan-9-yl)acetamide (198 mg, 0.46 mmol), 4,4,4′,4′,5,5,5′,5′-octamethyl-2,2′-bi(1,3,2-dioxaborolane) (117 mg, 0.46 mmol), and potassium acetate (91 mg, 0.92 mmol) in 1,4-dioxane (2.5 mL) was added PdCl2(dppf)-CH2Cl2 adduct (38 mg, 0.046 mmol). The reaction mixture was purged with nitrogen and heated at 120° C. for 4 h. The reaction mixture was cooled and 7-bromo-3-methoxyquinoline (110 mg, 0.46 mmol) and 2M ...